This data is from the Open Reaction Database (ORD), a public repository of structured organic reaction records. The task is: describe an organic reaction: reactants, conditions, products, and yield Starting materials: [OH-].[Na+] (NaOH), C(C)OC(=O)C1(CCCC2=CC=C(C=C12)Cl)O (7-Chloro-1-hydroxytetralin-1-carboxylic Acid Ethyl Ester), resultant mixture. Run in CS(=O)C (DMSO), ice, [Cl-].[Na+].O (brine). Run at temperature 100 celsius. The product is ClC1=CC=C2CCCC(C2=C1)(C(=O)O)O (7-Chloro-1-hydroxytetraline-1-carboxylic Acid). RXN SMILES: [OH-].[Na+].C([O:5][C:6]([C:8]1([OH:19])[C:17]2[C:12](=[CH:13][CH:14]=[C:15]([Cl:18])[CH:16]=2)[CH2:11][CH2:10][CH2:9]1)=[O:7])C>CS(C)=O.[Cl-].[Na+].O>[Cl:18][C:15]1[CH:16]=[C:17]2[C:12]([CH2:11][CH2:10][CH2:9][C:8]2([OH:19])[C:6]([OH:7])=[O:5])=[CH:13][CH:14]=1 |f:0.1,4.5.6|. Procedure details: NaOH (10M, 1 mL) was added to a solution of 7-chloro-1-hydroxytetraline-1-carboxylic acid, ethyl ester (0.8 g; 3.1 mmol; from step (iii) above) in DMSO (20 mL), and the mixture was heated to 100° C. for 3 hours. The resultant mixture was diluted with crushed ice (40 g) and brine (40 mL), and the mixture was extracted with EtOAc. The aqueous layer was acidified to pH 2 with 2M HCl and extracted with EtOAc (2×40 mL). The combined organic layer was dried (Na2SO4) and concentrated. Yield 0.22 mg (30... Starting materials: O=C(C(=O)OC)CC (methyl 2-oxo-butyrate), O.C1CCOC1 (water THF), C(CCC)[Li] (butyllithium), FC1=NC=CC(=C1C)I (2-fluoro-4-iodo-3-methylpyridine). The solvent is C1CCOC1 (THF), CCCCCC (hexane), C1CCOC1 (THF). Run at temperature -78 celsius, time 10 minute. Product: FC1=NC=CC(=C1C)C(C(=O)OC)(CC)O (Methyl 2-(2-fluoro-3-methyl-4-pyridinyl)-2-hydroxybutanoate). As a reaction SMILES: C([Li])CCC.[F:6][C:7]1[C:12]([CH3:13])=[C:11](I)[CH:10]=[CH:9][N:8]=1.[O:15]=[C:16]([CH2:21][CH3:22])[C:17]([O:19][CH3:20])=[O:18].O.C1COCC1>CCCCCC.C1COCC1>[F:6][C:7]1[C:12]([CH3:13])=[C:11]([C:16]([OH:15])([CH2:21][CH3:22])[C:17]([O:19][CH3:20])=[O:18])[CH:10]=[CH:9][N:8]=1 |f:3.4|. Procedure: 6.9 ml (11 mmol) of 1.6M butyllithium in hexane are added dropwise to a solution, stirred at −78° C. of 2.6 g (11 mmol) of 2-fluoro-4-iodo-3-methylpyridine (described in J.O.C., 1993, 58, pp. 7832) in 100 ml of THF. The reaction mixture is then stirred for 10 minutes at −78° C. before the addition of a solution of 1.5 g (12.9 mmol) of methyl 2-oxo-butyrate in 20 ml of THF. The reaction mixture is stirred for 10 minutes at −78° C., and then hydrolysed with a mixture of water/THF. The aqueous phas... RXN SMILES: [Br:1][C:2]1[CH:3]=[C:4]([CH2:8][C:9]([OH:11])=[O:10])[CH:5]=[CH:6][CH:7]=1.OS(O)(=O)=O.[CH2:17](O)[CH3:18]>>[Br:1][C:2]1[CH:3]=[C:4]([CH2:8][C:9]([O:11][CH2:17][CH3:18])=[O:10])[CH:5]=[CH:6][CH:7]=1. Reported procedure: 5 g of 3-bromophenylacetic acid are dissolved in 80 ml of ethanol, 3 ml of concentrated H2SO4 are added and then the mixture is heated at reflux for two hours. The ethanol is evaporated, neutralization is carried out with a saturated K2CO3 solution and then extraction is carried out with AcOEt. The organic phase is dried over MgSO4. 5.2 g of the expected compound are obtained in the liquid form. Reactants: BrC=1C=C(C=CC1)CC(=O)O (3-bromophenylacetic acid), C(C)O (ethanol), OS(=O)(=O)O (H2SO4). Product: BrC=1C=C(C=CC1)CC(=O)OCC (Ethyl 3-bromophenylacetate).